This data is from the Open Reaction Database (ORD), a public repository of structured organic reaction records. The task is: describe an organic reaction: reactants, conditions, products, and yield Reactants: CO, NS(=O)(=O)c1ccc(SCCCO)c(C(=O)O)c1, O=S(=O)(O)O. The product is COC(=O)c1cc(S(N)(=O)=O)ccc1SCCCO. RXN SMILES: [CH3:24][OH:25].[OH:1][CH2:2][CH2:3][CH2:4][S:5][c:6]1[c:7]([C:16](=[O:17])[OH:18])[cH:8][c:9]([S:12](=[O:13])(=[O:14])[NH2:15])[cH:10][cH:11]1.[S:19](=[O:20])(=[O:21])([OH:22])[OH:23]>>[OH:1][CH2:2][CH2:3][CH2:4][S:5][c:6]1[c:7]([C:16](=[O:17])[O:18][CH3:24])[cH:8][c:9]([S:12](=[O:13])(=[O:14])[NH2:15])[cH:10][cH:11]1. The reactants are ClC=1C=CC(=NC1)C(=O)NC=1C=CC2=C(C(=C(CCC2)CCl)C)C1 (5-chloro-N-(8-(chloromethyl)-9-methyl-6,7-dihydro-5H-benzo[7]annulen-2-yl)picolinamide), NC(=S)N (thiourea), Cl.C(N)(=N)SCC=1CCCC2=C(C1C)C=C(C=C2)NC(C2=NC=C(C=C2)Cl)=O ((2-(5-chloropicolinamido)-9-methyl-6,7-dihydro-5H-benzo[7]annulen-8-yl)methyl carbamimidothioate hydrochloride), FC(S(=O)(=O)O)(F)F (trifluoromethanesulfonic acid). The solvent is C(C)O (ethanol), C(=O)(C(F)(F)F)O (TFA). Reaction conditions: time 16 hour. The product is FC(C(=O)O)(F)F.NC1=N[C@]2([C@H](CCCC3=C2C=C(C=C3)NC(=O)C3=NC=C(C=C3)Cl)CS1)C (5-chloro-pyridine-2-carboxylic acid (rel-(4aS,11bS)-2-amino-11b-methyl-4,4a,5,6,7,11b-hexahydro-3-thia-1-aza-dibenzo[a,c]cyclohepten-10-yl)-amide, 2,2,2-trifluoroacetate salt). Isolated yield 36.0%. RXN SMILES: ClC1C=CC([C:8](NC2C=CC3CCCC(CCl)=C(C)C=3C=2)=[O:9])=NC=1.NC(N)=S.Cl.[C:30]([S:33][CH2:34][C:35]1[CH2:36][CH2:37][CH2:38][C:39]2[CH:46]=[CH:45][C:44]([NH:47][C:48](=[O:56])[C:49]3[CH:54]=[CH:53][C:52]([Cl:55])=[CH:51][N:50]=3)=[CH:43][C:40]=2[C:41]=1[CH3:42])(=[NH:32])[NH2:31].[F:57][C:58]([F:64])([F:63])S(O)(=O)=O>C(O)C.C(O)(C(F)(F)F)=O>[F:57][C:58]([F:64])([F:63])[C:8]([OH:9])=[O:56].[NH2:32][C:30]1[S:33][CH2:34][C@H:35]2[CH2:36][CH2:37][CH2:38][C:39]3[CH:46]=[CH:45][C:44]([NH:47][C:48]([C:49]4[CH:54]=[CH:53][C:52]([Cl:55])=[CH:51][N:50]=4)=[O:56])=[CH:43][C:40]=3[C@@:41]2([CH3:42])[N:31]=1 |f:2.3,7.8|. Procedure details: To a solution of (E)-5-chloro-N-(8-(chloromethyl)-9-methyl-6,7-dihydro-5H-benzo[7]annulen-2-yl)picolinamide from step 3C (30 mg, 0.083 mmol) in ethanol (0.5 mL) was added thiourea (6.32 mg, 0.083 mmol). The mixture was heated to reflux for 3 h. The solvent was removed to give crude (2-(5-chloropicolinamido)-9-methyl-6,7-dihydro-5H-benzo[7]annulen-8-yl)methyl carbamimidothioate hydrochloride (36.3 mg, 0.083 mmol, 100% yield), which was used directly for the next step without purification. To a so... Reactants: ClC1=CC2=NC=CN=C2C(=N1)NCC1CN(CC(C1)O)C(=O)OC(C)(C)C (tert-butyl 3-((7-chloropyrido[4,3-b]pyrazin-5-ylamino)methyl)-5-hydroxypiperidine-1-carboxylate), CC(=O)OI1(C=2C=CC=CC2C(=O)O1)(OC(=O)C)OC(=O)C (Dess-Martin periodinane). Run in C(C)(=O)OCC (ethyl acetate), ClCCl (dichloromethane). Reaction conditions: time 8 hour. Yields the product ClC1=CC2=NC=CN=C2C(=N1)NCC1CN(CC(C1)=O)C(=O)OC(C)(C)C (tert-butyl 3-((7-chloropyrido[4,3-b]pyrazin-5-ylamino)methyl)-5-oxopiperidine-1-carboxylate). As a reaction SMILES: [Cl:1][C:2]1[N:11]=[C:10]([NH:12][CH2:13][CH:14]2[CH2:19][CH:18]([OH:20])[CH2:17][N:16]([C:21]([O:23][C:24]([CH3:27])([CH3:26])[CH3:25])=[O:22])[CH2:15]2)[C:9]2[C:4](=[N:5][CH:6]=[CH:7][N:8]=2)[CH:3]=1.CC(OI1(OC(C)=O)(OC(C)=O)OC(=O)C2C=CC=CC1=2)=O>ClCCl.C(OCC)(=O)C>[Cl:1][C:2]1[N:11]=[C:10]([NH:12][CH2:13][CH:14]2[CH2:19][C:18](=[O:20])[CH2:17][N:16]([C:21]([O:23][C:24]([CH3:27])([CH3:26])[CH3:25])=[O:22])[CH2:15]2)[C:9]2[C:4](=[N:5][CH:6]=[CH:7][N:8]=2)[CH:3]=1. Procedure: To a solution of tert-butyl 3-((7-chloropyrido[4,3-b]pyrazin-5-ylamino)methyl)-5-hydroxypiperidine-1-carboxylate (1.97 g, 5.0 mmol) in dichloromethane was added Dess-Martin periodinane (2.54 g, 6.0 mmol) at room temperature. The reaction mixture was stirred at room temperature overnight, then diluted with ethyl acetate, washed with brine, dried over anhydrous sodium sulfate, filtered, and concentrated in vacuo to give the title compound. The reactants are NC1=CC=C(C=C1)CN1C[C@@H](N(CC1)C(=O)OC(C)(C)C)C (1,1-Dimethylethyl (2S)-4-[(4-aminophenyl)methyl]-2-methyl-1-piperazinecarboxylate), N1=CC=CC=C1 (pyridine), ClC1=NC=C(C=C1)S(=O)(=O)Cl (2-chloro-pyridine-5-sulfonylchloride). Run in C(Cl)Cl (DCM), C(Cl)Cl (DCM). Yields the product ClC1=CC=C(C=N1)S(=O)(=O)NC1=CC=C(C=C1)CN1C[C@@H](N(CC1)C(=O)OC(C)(C)C)C (1,1-Dimethylethyl (2S)-4-[(4-{[(6-chloro-3-pyridinyl)sulfonyl]amino}phenyl)methyl]-2-methyl-1-piperazinecarboxylate). Yield: 66.0%. Reaction SMILES: [NH2:1][C:2]1[CH:7]=[CH:6][C:5]([CH2:8][N:9]2[CH2:14][CH2:13][N:12]([C:15]([O:17][C:18]([CH3:21])([CH3:20])[CH3:19])=[O:16])[C@@H:11]([CH3:22])[CH2:10]2)=[CH:4][CH:3]=1.N1C=CC=CC=1.[Cl:29][C:30]1[CH:35]=[CH:34][C:33]([S:36](Cl)(=[O:38])=[O:37])=[CH:32][N:31]=1>C(Cl)Cl>[Cl:29][C:30]1[N:31]=[CH:32][C:33]([S:36]([NH:1][C:2]2[CH:7]=[CH:6][C:5]([CH2:8][N:9]3[CH2:14][CH2:13][N:12]([C:15]([O:17][C:18]([CH3:21])([CH3:20])[CH3:19])=[O:16])[C@@H:11]([CH3:22])[CH2:10]3)=[CH:4][CH:3]=2)(=[O:38])=[O:37])=[CH:34][CH:35]=1. Reported procedure: D2 (500 mg, 1.64 mmol) and pyridine (1.5 mL) were combined in DCM (5 mL). 2-chloro-pyridine-5-sulfonylchloride (314 mg, 1.48 mmol) in DCM (5 mL) was added dropwise. The solution was stirred over the weekend and the solvent removed. The residue was partitioned between DCM (25 mL) and water (25 mL). The aqueous layer was re-extracted with DCM (25 mL) and the combined organic layers washed with brine (50 mL), dried and concentrated. The crude product was purified by column chromatography. Eluting w... The product is CCCC[Sn](CCCC)(CCCC)c1ccc(C(OCC)OCC)s1. RXN SMILES: [CH2:13]([Li:14])[CH2:15][CH2:16][CH3:17].[CH2:18]([CH2:19][CH2:20][CH3:21])[Sn:22]([CH2:23][CH2:24][CH2:25][CH3:26])([CH2:27][CH2:28][CH2:29][CH3:30])[Cl:31].[CH2:1]([CH3:2])[O:3][CH:4]([c:5]1[s:6][cH:7][cH:8][cH:9]1)[O:10][CH2:11][CH3:12].[O:32]1[CH2:33][CH2:34][CH2:35][CH2:36]1>>[CH2:1]([CH3:2])[O:3][CH:4]([c:5]1[s:6][c:7]([Sn:22]([CH2:18][CH2:19][CH2:20][CH3:21])([CH2:23][CH2:24][CH2:25][CH3:26])[CH2:27][CH2:28][CH2:29][CH3:30])[cH:8][cH:9]1)[O:10][CH2:11][CH3:12]. Starting materials: [Li]CCCC, CCCC[Sn](Cl)(CCCC)CCCC, CCOC(OCC)c1cccs1, C1CCOC1. Reactants: FC=1C=CC2=C(N(C(=N2)[C@H](C)N)C(C)C)C1C1=NC=CC=C1 ((S)-1-(6-Fluoro-1-isopropyl-7-pyridin-2-yl-1H-benzoimidazol-2-yl)ethylamine), ClC1=C2N=CN(C2=NC=N1)C1OCCCC1 (6-chloro-9-(tetrahydropyran-2-yl)-9H-purine), CCN(C(C)C)C(C)C (DIPEA). Conditions: temperature 90 celsius. The product is FC=1C=CC2=C(N(C(=N2)[C@H](C)NC2=C3N=CNC3=NC=N2)C(C)C)C1C1=NC=CC=C1 (N-[(1S)-1-[6-fluoro-1-isopropyl-7-(2-pyridyl)benzimidazol-2-yl]ethyl]-9H-purin-6-amine). Isolated yield 9.2%. Reaction SMILES: [F:1][C:2]1[CH:3]=[CH:4][C:5]2[N:9]=[C:8]([C@@H:10]([NH2:12])[CH3:11])[N:7]([CH:13]([CH3:15])[CH3:14])[C:6]=2[C:16]=1[C:17]1[CH:22]=[CH:21][CH:20]=[CH:19][N:18]=1.Cl[C:24]1[N:32]=[CH:31][N:30]=[C:29]2[C:25]=1[N:26]=[CH:27][N:28]2C1CCCCO1.CCN(C(C)C)C(C)C>>[F:1][C:2]1[CH:3]=[CH:4][C:5]2[N:9]=[C:8]([C@@H:10]([NH:12][C:24]3[N:32]=[CH:31][N:30]=[C:29]4[C:25]=3[N:26]=[CH:27][NH:28]4)[CH3:11])[N:7]([CH:13]([CH3:14])[CH3:15])[C:6]=2[C:16]=1[C:17]1[CH:22]=[CH:21][CH:20]=[CH:19][N:18]=1. Procedure details: (S)-1-(6-Fluoro-1-isopropyl-7-pyridin-2-yl-1H-benzoimidazol-2-yl)ethylamine (0.18 g, 0.6 mmol), 6-chloro-9-(tetrahydropyran-2-yl)-9H-purine (145 mg, 0.60 mmol) and DIPEA (543 μL, 3.0 mmol) were added and the reaction mixture heated at 90° C. for 16 hours. The reaction mixture was loaded onto an SCX column to remove the THP group. The column was washed with MeOH and the product was eluted with 2M NH3 in MeOH. The product fractions were collected, concentrated in vacuo and the resultant residue wa... Starting materials: C(#CCCCCCCCCCCC)C=1C=NC=CC1C=C(C(=O)OCC)C(=O)OCC (Diethyl 2-[3-(1-tridecynyl)-4-pyridyl]methylenepropane-1,3-dioate), [OH-].[K+] (potassium hydroxide). Run in O (water). Yields the product C(#CCCCCCCCCCCC)C=1C=NC=CC1C=C(C(=O)O)C(=O)O (2-[3-(1-Tridecynyl)-4-pyridyl]methylenepropane-1,3-dioic acid). Isolated yield 335.3%. RXN SMILES: [C:1]([C:14]1[CH:15]=[N:16][CH:17]=[CH:18][C:19]=1[CH:20]=[C:21]([C:27]([O:29]CC)=[O:28])[C:22]([O:24]CC)=[O:23])#[C:2][CH2:3][CH2:4][CH2:5][CH2:6][CH2:7][CH2:8][CH2:9][CH2:10][CH2:11][CH2:12][CH3:13].[OH-].[K+]>O>[C:1]([C:14]1[CH:15]=[N:16][CH:17]=[CH:18][C:19]=1[CH:20]=[C:21]([C:27]([OH:29])=[O:28])[C:22]([OH:24])=[O:23])#[C:2][CH2:3][CH2:4][CH2:5][CH2:6][CH2:7][CH2:8][CH2:9][CH2:10][CH2:11][CH2:12][CH3:13] |f:1.2|. Procedure details: Diethyl 2-[3-(1-tridecynyl)-4-pyridyl]methylenepropane-1,3-dioate (0.47 g, 1.1 mmole, from Example 3) was added to a solution of potassium hydroxide (0.66 g) in water (7.5 ml) and the mixture was heated to reflux for 24 hours. The resulting clear solution was then acidified at 0° C. and the precipitated product was filtered off and washed with water. Recrystallisation of the dried material from ethyl acetate gave 1.37 g (34%) of the title compound, mp 175°-177° C., νmax (mull) 2500 (broad), 1740... Starting materials: C([O-])([O-])=O.[K+].[K+] (potassium carbonate), N1(CCNCC1)C1=C(C=C(C=C1)C=1C(CC(NN1)=O)C)[N+](=O)[O-] (6-[4-(1-Piperazinyl)-3-nitro-phenyl]-4,5-dihydro-5-methyl-3(2H)-pyridazinone), C(=O)(C=1NC=CN1)C=1NC=CN1 (carbonyl diimidazole), N1C=NC(=C1)CCCN (3-(1H-imidazol-4-yl)-propylamine). Run in CN(C)C=O (DMF). Reaction conditions: temperature 70 celsius. Product: N1C=NC(=C1)CCCNC(=O)N1CCN(CC1)C1=C(C=C(C=C1)C=1C(CC(NN1)=O)C)[N+](=O)[O-] (6-[4-[4-[3-(1H-Imidazol-4-yl)propylamino-carbonyl]piperazin-1-yl]-3-nitro-phenyl]-4,5-dihydro-5-methyl-3(2H)pyridazinone). As a reaction SMILES: [N:1]1([C:7]2[CH:12]=[CH:11][C:10]([C:13]3[CH:14]([CH3:20])[CH2:15][C:16](=[O:19])[NH:17][N:18]=3)=[CH:9][C:8]=2[N+:21]([O-:23])=[O:22])[CH2:6][CH2:5][NH:4][CH2:3][CH2:2]1.[C:24](C1NC=CN=1)(C1NC=CN=1)=[O:25].[NH:36]1[CH:40]=[C:39]([CH2:41][CH2:42][CH2:43][NH2:44])[N:38]=[CH:37]1.C(=O)([O-])[O-].[K+].[K+]>CN(C=O)C>[NH:36]1[CH:40]=[C:39]([CH2:41][CH2:42][CH2:43][NH:44][C:24]([N:4]2[CH2:5][CH2:6][N:1]([C:7]3[CH:12]=[CH:11][C:10]([C:13]4[CH:14]([CH3:20])[CH2:15][C:16](=[O:19])[NH:17][N:18]=4)=[CH:9][C:8]=3[N+:21]([O-:23])=[O:22])[CH2:2][CH2:3]2)=[O:25])[N:38]=[CH:37]1 |f:3.4.5|. Procedure: 3.0 g (9.5 mmol) of 6-[4-(1-Piperazinyl)-3-nitro-phenyl]-4,5-dihydro-5-methyl-3(2H)-pyridazinone and 1.7 g (10.5 mmol) of carbonyl diimidazole are stirred together in 30 ml of DMF at room temperature for 2 hours. 1.88 g (15 mmol) of 3-(1H-imidazol-4-yl)-propylamine are then added and the reaction mixture is heated to 70° C. for 8 hours. After cooling, 10 ml of a saturated aqueous potassium carbonate solution are added and the reaction mixture is extracted with chloroform. The organic phase is co... Starting materials: C(C)[Mg]Br (ethyl magnesium bromide), CC1=NC=C(C(=C1O)C(C)=O)C=C (2-methyl-3-hydroxy-4-acetyl-5-vinylpyridine). The solvent is O1CCCC1 (tetrahydrofuran), O1CCCC1 (tetrahydrofuran). Run at time 2 day. Yields the product CC1=NC=C(C(=C1O)C(C)(CC)O)C=C (2-methyl-3-hydroxy-4-(2-hydroxybut-2-yl)-5-vinylpyridine). As a reaction SMILES: [CH3:1][C:2]1[C:7]([OH:8])=[C:6]([C:9](=[O:11])[CH3:10])[C:5]([CH:12]=[CH2:13])=[CH:4][N:3]=1.[CH2:14]([Mg]Br)[CH3:15]>O1CCCC1>[CH3:1][C:2]1[C:7]([OH:8])=[C:6]([C:9]([OH:11])([CH2:14][CH3:15])[CH3:10])[C:5]([CH:12]=[CH2:13])=[CH:4][N:3]=1. Reported procedure: A solution of 3.93 g. of the product from Step A in 200 ml. of tetrahydrofuran was treated dropwise with 110% excess of ethyl magnesium bromide in tetrahydrofuran. After aging 2 days at ambient temperature the reaction was quenched on ice-water (100 ml.) containing 10 g. of ammonium chloride. The aqueous layer was separated and extracted with ether. The combined organic layers were dried over magnesium sulfate and evaporated to dryness to give 2-methyl-3-hydroxy-4-(2-hydroxybut-2-yl)-5-vinylpyri...